Dataset: the Open Reaction Database (ORD), a public repository of structured organic reaction records. Task: describe an organic reaction: reactants, conditions, products, and yield The reactants are O=C1CCC(=O)N1Br, CCS(=O)(=O)n1ccc(N)n1, ClCCl, CCOC(C)=O, Cn1ccc(NC(=O)C(CC2CCCC2)c2ccc(S(C)(=O)=O)c(Cl)c2)n1, c1ccc(P(c2ccccc2)c2ccccc2)cc1, Cc1cccc(C)n1. The product is CCS(=O)(=O)n1ccc(NC(=O)C(CC2CCCC2)c2ccc(S(C)(=O)=O)c(Cl)c2)n1. Reaction SMILES: [Br:20][N:21]1[C:22](=[O:23])[CH2:24][CH2:25][C:26]1=[O:27].[CH2:55]([CH3:56])[S:57](=[O:58])(=[O:59])[n:60]1[cH:61][cH:62][c:63]([NH2:64])[n:65]1.[CH2:74]([Cl:75])[Cl:76].[CH3:77][CH2:78][O:79][C:80](=[O:81])[CH3:82].[Cl:28][c:29]1[cH:30][c:31]([CH:39]([C:40](=[O:41])[NH:42][c:43]2[n:44][n:45]([CH3:48])[cH:46][cH:47]2)[CH2:49][CH:50]2[CH2:51][CH2:52][CH2:53][CH2:54]2)[cH:32][cH:33][c:34]1[S:35](=[O:36])(=[O:37])[CH3:38].[c:1]1([P:2]([c:3]2[cH:4][cH:5][cH:6][cH:7][cH:8]2)[c:9]2[cH:10][cH:11][cH:12][cH:13][cH:14]2)[cH:15][cH:16][cH:17][cH:18][cH:19]1.[n:66]1[c:67]([CH3:68])[cH:69][cH:70][cH:71][c:72]1[CH3:73]>>[Cl:28][c:29]1[cH:30][c:31]([CH:39]([C:40](=[O:41])[NH:42][c:43]2[n:44][n:45]([S:57]([CH2:55][CH3:56])(=[O:58])=[O:59])[cH:46][cH:47]2)[CH2:49][CH:50]2[CH2:51][CH2:52][CH2:53][CH2:54]2)[cH:32][cH:33][c:34]1[S:35](=[O:36])(=[O:37])[CH3:38]. The reactants are CN(C(=O)C1C2C=3N(C4=CC=CC=C4C3C(C1)CC2)C)C (1,2,3,4-tetrahydro-N,N,9-trimethyl-1,4-ethanocarbazole-2-carboxamide), [H-].[Al+3].[Li+].[H-].[H-].[H-] (lithium aluminum hydride). Solvent: O1CCCC1 (tetrahydrofuran), O1CCCC1 (tetrahydrofuran). Reaction conditions: time 3 hour. Yields the product CN(C)CC1C2C=3N(C4=CC=CC=C4C3C(C1)CC2)C (2-[(Dimethylamino)methyl]-1,2,3,4-tetrahydro-9-methyl-1,4-ethanocarbazole). Reaction SMILES: [CH3:1][N:2]([CH3:21])[C:3]([CH:5]1[CH2:17][CH:16]2[CH2:18][CH2:19][CH:6]1[C:7]1[N:8]([CH3:20])[C:9]3[C:14]([C:15]=12)=[CH:13][CH:12]=[CH:11][CH:10]=3)=O.[H-].[Al+3].[Li+].[H-].[H-].[H-]>O1CCCC1>[CH3:21][N:2]([CH2:3][CH:5]1[CH2:17][CH:16]2[CH2:18][CH2:19][CH:6]1[C:7]1[N:8]([CH3:20])[C:9]3[C:14]([C:15]=12)=[CH:13][CH:12]=[CH:11][CH:10]=3)[CH3:1] |f:1.2.3.4.5.6|. Procedure: A solution of 1,2,3,4-tetrahydro-N,N,9-trimethyl-1,4-ethanocarbazole-2-carboxamide (0.40 g, 0.0015 mole, described in Example 4) in anhydrous tetrahydrofuran (10 ml) was added dropwise to a stirred suspension of lithium aluminum hydride (0.050 g, 0.0015 mole) in anhydrous tetrahydrofuran (10 ml) under nitrogen at 0° C. Stirring was continued for 3 hr at room temperature and at reflux for one hr. The excess hydride was destroyed by dropwise addition of water to the cooled mixture (0° C.). Saturat... Starting materials: C(C)OC(C1=CC=C(C=C1)N1C=C(C2=CC(=CC=C12)C(=O)O)C#N)=O (4-(5-carboxy-3-cyanoindol-1yl)benzoic acid ethyl ester), B.O1CCCC1 (borane tetrahydrofuran), C([O-])(O)=O.[Na+] (sodium bicarbonate). The solvent is O1CCCC1 (tetrahydrofuran). Conditions: time 2 hour. Yields the product C(C)OC(C1=CC=C(C=C1)N1C=C(C2=CC(=CC=C12)CO)C#N)=O (4-(3-Cyano-5-hydroxymethylindol-1-yl)benzoic acid ethyl ester). The yield is 58.6%. Reaction SMILES: [CH2:1]([O:3][C:4](=[O:25])[C:5]1[CH:10]=[CH:9][C:8]([N:11]2[C:19]3[C:14](=[CH:15][C:16]([C:20](O)=[O:21])=[CH:17][CH:18]=3)[C:13]([C:23]#[N:24])=[CH:12]2)=[CH:7][CH:6]=1)[CH3:2].B.O1CCCC1.C(=O)(O)[O-].[Na+]>O1CCCC1>[CH2:1]([O:3][C:4](=[O:25])[C:5]1[CH:10]=[CH:9][C:8]([N:11]2[C:19]3[C:14](=[CH:15][C:16]([CH2:20][OH:21])=[CH:17][CH:18]=3)[C:13]([C:23]#[N:24])=[CH:12]2)=[CH:7][CH:6]=1)[CH3:2] |f:1.2,3.4|. Reported procedure: To a solution of 4-(5-carboxy-3-cyanoindol-1yl)benzoic acid ethyl ester (0.057 g) in tetrahydrofuran (2 mL) was added borane-tetrahydrofuran complex (1.2 mol/L tetrahydrofuran solution 0.2 mL) at 0° C. and this mixture was stirred at room temperature for 2 hours. To this reaction mixture was added a saturated aqueous sodium bicarbonate solution, this mixture was extracted with diethyl ether. This organic layer was washed with brine, and dried over anhydrous magnesium sulfate. The solvent was rem... The reactants are [Si](C1=CC=CC=C1)(C1=CC=CC=C1)(C(C)(C)C)OCCCC1=CC=C(OCC(=O)OC)C=C1 (methyl [4-[3-(tert-butyldiphenylsilyloxy)propyl]phenoxy]acetate), [OH-].[K+] (potassium hydroxide). Solvent: C(C)O (ethanol). Reaction conditions: temperature 50 celsius. Product: [Si](C1=CC=CC=C1)(C1=CC=CC=C1)(C(C)(C)C)OCCCC1=CC=C(OCC(=O)O)C=C1 ([4-[3-(tert-Butyldiphenylsilyloxy)propyl]phenoxy]acetic acid). Reaction SMILES: [Si:1]([O:18][CH2:19][CH2:20][CH2:21][C:22]1[CH:33]=[CH:32][C:25]([O:26][CH2:27][C:28]([O:30]C)=[O:29])=[CH:24][CH:23]=1)([C:14]([CH3:17])([CH3:16])[CH3:15])([C:8]1[CH:13]=[CH:12][CH:11]=[CH:10][CH:9]=1)[C:2]1[CH:7]=[CH:6][CH:5]=[CH:4][CH:3]=1.[OH-].[K+]>C(O)C>[Si:1]([O:18][CH2:19][CH2:20][CH2:21][C:22]1[CH:33]=[CH:32][C:25]([O:26][CH2:27][C:28]([OH:30])=[O:29])=[CH:24][CH:23]=1)([C:14]([CH3:15])([CH3:16])[CH3:17])([C:8]1[CH:13]=[CH:12][CH:11]=[CH:10][CH:9]=1)[C:2]1[CH:7]=[CH:6][CH:5]=[CH:4][CH:3]=1 |f:1.2|. Procedure: A solution of methyl [4-[3-(tert-butyldiphenylsilyloxy)propyl]phenoxy]acetate (4.36 g, 9.4 mmol) in 80% aqueous ethanol (100 ml) was treated with potassium hydroxide (2 g) and the resulting mixture was heated at 50° C. for 2 hours. The solvent was then evaporated in vacuo. Ice water and ethyl acetate were added and the aqueous phase was carefully adjusted to pH with 1N hydrochloric acid. The organic phase was then washed with brine, dried (magnesium sulfate) and evaporated under reduced pressure... The product is BrC=1C=C(C=CC1)C1=NC=2C(=NC=CC2)N1CC(=O)N(C)C (2-(3-Bromophenyl)-N,N-dimethyl-3H-imidazo[4,5-b]pyridine-3-acetamide). Run in O1CCCC1 (tetrahydrofuran), O1CCCC1 (tetrahydrofuran). Run at time 0.5 hour. Procedure: A suspension of 2-(3-bromophenyl)-3H-imidazo[4,5-b]pyridine-3-acetic acid (6.0 g, 0.018 mole), and 1,1'carbonyldiimidazole (2.9 g, 0.018 mole), in anhydrous tetrahydrofuran (175 ml) was stirred at room temperature with a stream of nitrogen bubbling through it for 4 hours. The nitrogen flow was stopped and a solution of dimethylamine in tetrahydrofuran (72 ml of 0.5M) was added. The solution was stirred at room temperature under nitrogen for 1/2 hour. The reaction mixture was filtered, concentrat... RXN SMILES: [Br:1][C:2]1[CH:3]=[C:4]([C:8]2[N:16]([CH2:17][C:18]([OH:20])=O)[C:11]3=[N:12][CH:13]=[CH:14][CH:15]=[C:10]3[N:9]=2)[CH:5]=[CH:6][CH:7]=1.[C:21](N1C=CN=C1)([N:23]1C=CN=[CH:24]1)=O.CNC>O1CCCC1>[Br:1][C:2]1[CH:3]=[C:4]([C:8]2[N:16]([CH2:17][C:18]([N:23]([CH3:24])[CH3:21])=[O:20])[C:11]3=[N:12][CH:13]=[CH:14][CH:15]=[C:10]3[N:9]=2)[CH:5]=[CH:6][CH:7]=1. The reactants are BrC=1C=C(C=CC1)C1=NC=2C(=NC=CC2)N1CC(=O)O (2-(3-bromophenyl)-3H-imidazo[4,5-b]pyridine-3-acetic acid), C(=O)(N1C=NC=C1)N1C=NC=C1 (1,1'carbonyldiimidazole), CNC (dimethylamine).